From a dataset of the Open Reaction Database (ORD), a public repository of structured organic reaction records. describe an organic reaction: reactants, conditions, products, and yield Starting materials: CCO, CO, COc1cc(CC(OC(=O)N2CCC(N3CCc4ccccc4NC3=O)CC2)C(=O)N2CCC(N3CCN(Cc4ccccc4)CC3)CC2)cc(C)c1O. Yields the product COc1cc(CC(OC(=O)N2CCC(N3CCc4ccccc4NC3=O)CC2)C(=O)N2CCC(N3CCNCC3)CC2)cc(C)c1O. As a reaction SMILES: [CH3:55][CH2:56][OH:57].[CH3:58][OH:59].[O:1]=[C:2]1[NH:3][c:4]2[c:5]([cH:51][cH:52][cH:53][cH:54]2)[CH2:6][CH2:7][N:8]1[CH:9]1[CH2:10][CH2:11][N:12]([C:15](=[O:16])[O:17][CH:18]([C:19](=[O:20])[N:21]2[CH2:22][CH2:23][CH:24]([N:27]3[CH2:28][CH2:29][N:30]([CH2:33][c:34]4[cH:35][cH:36][cH:37][cH:38][cH:39]4)[CH2:31][CH2:32]3)[CH2:25][CH2:26]2)[CH2:40][c:41]2[cH:42][c:43]([O:49][CH3:50])[c:44]([OH:48])[c:45]([CH3:47])[cH:46]2)[CH2:13][CH2:14]1>>[O:1]=[C:2]1[NH:3][c:4]2[c:5]([cH:51][cH:52][cH:53][cH:54]2)[CH2:6][CH2:7][N:8]1[CH:9]1[CH2:10][CH2:11][N:12]([C:15](=[O:16])[O:17][CH:18]([C:19](=[O:20])[N:21]2[CH2:22][CH2:23][CH:24]([N:27]3[CH2:28][CH2:29][NH:30][CH2:31][CH2:32]3)[CH2:25][CH2:26]2)[CH2:40][c:41]2[cH:42][c:43]([O:49][CH3:50])[c:44]([OH:48])[c:45]([CH3:47])[cH:46]2)[CH2:13][CH2:14]1. Starting materials: C1CCOC1, CCO, CC(C)(C)OC(=O)NN1C(=O)c2ccccc2C1=O, CC(C)OC(=O)N=NC(=O)OC(C)C, c1ccc(P(c2ccccc2)c2ccccc2)cc1. Product: CCN(C(=O)OC(C)(C)C)N1C(=O)c2ccccc2C1=O. RXN SMILES: [CH2:56]1[O:57][CH2:58][CH2:59][CH2:60]1.[CH3:53][CH2:54][OH:55].[O:15]=[C:16]1[N:17]([NH:26][C:27]([O:28][C:29]([CH3:30])([CH3:31])[CH3:32])=[O:33])[C:18](=[O:25])[c:19]2[cH:20][cH:21][cH:22][cH:23][c:24]21.[O:1]=[C:2]([O:3][CH:4]([CH3:5])[CH3:6])[N:7]=[N:10][C:11]([O:12][CH:8]([CH3:9])[CH3:13])=[O:14].[c:34]1([P:35]([c:36]2[cH:37][cH:38][cH:39][cH:40][cH:41]2)[c:42]2[cH:43][cH:44][cH:45][cH:46][cH:47]2)[cH:48][cH:49][cH:50][cH:51][cH:52]1>>[CH2:8]([CH3:9])[N:26]([N:17]1[C:16](=[O:15])[c:24]2[c:19]([cH:20][cH:21][cH:22][cH:23]2)[C:18]1=[O:25])[C:27]([O:28][C:29]([CH3:30])([CH3:31])[CH3:32])=[O:33]. Conditions: time 10 minute. Solvent: O (water), C1CCOC1 (THF). Yield: 36.0%. RXN SMILES: [C:1]([O:5][CH3:6])(=[O:4])[CH2:2][OH:3].[H-].[Na+].Cl[C:10]1([C:21]2[CH:26]=[CH:25][CH:24]=[CH:23][C:22]=2[O:27][CH3:28])[C:18]2[C:13](=[CH:14][CH:15]=[C:16]([Cl:19])[CH:17]=2)[NH:12][C:11]1=[O:20].CCOC(C)=O>C1COCC1.O>[Cl:19][C:16]1[CH:17]=[C:18]2[C:13](=[CH:14][CH:15]=1)[NH:12][C:11](=[O:20])[C:10]2([O:3][CH2:2][C:1]([O:5][CH3:6])=[O:4])[C:21]1[CH:26]=[CH:25][CH:24]=[CH:23][C:22]=1[O:27][CH3:28] |f:1.2|. Procedure: Under nitrogen atmosphere, to a solution of 12.9 g of methyl glycolate in THF (250 ml), under room temperature, was added 3.43 g of NaH, and the reaction mixture was stirred for 10 minutes at the same temperature. Under room temperature, 22.0 g of 3,5-dichloro-3-(2-methoxyphenyl)-1,3-dihydro-2H-indol-2-one was added to the reaction solution and the reaction mixture was stirred for 10 minutes. To the reaction solution was added EtOAc and water and the mixture was stirred for 5 minutes. Liquid sep... Starting materials: CCOC(=O)C (EtOAc), C(CO)(=O)OC (methyl glycolate), [H-].[Na+] (NaH), ClC1(C(NC2=CC=C(C=C12)Cl)=O)C1=C(C=CC=C1)OC (3,5-dichloro-3-(2-methoxyphenyl)-1,3-dihydro-2H-indol-2-one). Product: ClC=1C=C2C(C(NC2=CC1)=O)(C1=C(C=CC=C1)OC)OCC(=O)OC (methyl {[5-chloro-3-(2-methoxyphenyl)-2-oxo-2,3-dihydro-1H-indol-3-yl]oxy}acetate). Starting materials: ClC(=O)OC1=CC=CC=C1 (phenyl chloroformate), N12CCN(CC1)CC2 (1,4-diazabicyclo(2.2.2)octane), CC1(NC(CC(C1)O)(C)C)C (2,2,6,6-tetramethyl-4-piperidinol), ClC(=O)OC1=CC=CC=C1 (phenyl chloroformate), CC1(NC(CC(C1)O)(C)C)C (2,2,6,6-tetramethyl-4-piperidinol), N12CCN(CC1)CC2 (DABCO). Run in C(Cl)Cl (methylene chloride). Reaction conditions: time 2 hour. The product is C(OC1=CC=CC=C1)(OC1CC(NC(C1)(C)C)(C)C)=O (Phenyl 2,2,6,6-Tetramethyl-4-piperidinyl Carbonate). RXN SMILES: [CH3:1][C:2]1([CH3:11])[CH2:7][CH:6]([OH:8])[CH2:5][C:4]([CH3:10])([CH3:9])[NH:3]1.Cl[C:13]([O:15][C:16]1[CH:21]=[CH:20][CH:19]=[CH:18][CH:17]=1)=[O:14].N12CCN(CC1)CC2>C(Cl)Cl>[C:13](=[O:14])([O:8][CH:6]1[CH2:5][C:4]([CH3:10])([CH3:9])[NH:3][C:2]([CH3:11])([CH3:1])[CH2:7]1)[O:15][C:16]1[CH:21]=[CH:20][CH:19]=[CH:18][CH:17]=1. Procedure details: Into a 500 ml 3-neck flask was added 23.2 grams (0.14 mole) of 95% 2,2,6,6-tetramethyl-4-piperidinol and 400 ml of methylene chloride. The flask was equipped with a magnetic stirrer, thermometer, reflux condenser and dropping funnel containing 11.2 grams (0.07 mole) of phenyl chloroformate. The phenyl chloroformate was slowly added to the 2,2,6,6-tetramethyl-4-piperidinol solution without any appreciable exotherm. Then 0.5 grams of 1,4-diazabicyclo(2.2.2)octane (DABCO) was added at room temperat... Reactants: ClCCl, Cc1cccc(Nc2cc(Cl)ncn2)c1, Nc1cccc(O)c1. Yields the product Cc1cccc(Nc2cc(Nc3cccc(O)c3)ncn2)c1. Reaction SMILES: [CH2:24]([Cl:25])[Cl:26].[Cl:1][c:2]1[n:3][cH:4][n:5][c:6]([NH:8][c:9]2[cH:10][c:11]([CH3:15])[cH:12][cH:13][cH:14]2)[cH:7]1.[NH2:16][c:17]1[cH:18][cH:19][cH:20][c:21]([OH:22])[cH:23]1>>[c:2]1([NH:16][c:17]2[cH:18][cH:19][cH:20][c:21]([OH:22])[cH:23]2)[n:3][cH:4][n:5][c:6]([NH:8][c:9]2[cH:10][c:11]([CH3:15])[cH:12][cH:13][cH:14]2)[cH:7]1. The reactants are C(CC)C(C=O)=CCCCC (2-propyl-2-heptenal). Reagents/catalysts: [Pd].[C] (Pd carbon). Reaction conditions: temperature 75 celsius, time 1.5 hour. The product is C(CC)C(C=O)CCCCC (2-propylheptanal). Isolated yield 97.8%. Reaction SMILES: [CH2:1]([C:4](=[CH:7][CH2:8][CH2:9][CH2:10][CH3:11])[CH:5]=[O:6])[CH2:2][CH3:3]>[Pd].[C]>[CH2:1]([CH:4]([CH2:7][CH2:8][CH2:9][CH2:10][CH3:11])[CH:5]=[O:6])[CH2:2][CH3:3] |f:1.2|. Reported procedure: An autoclave was charged with 420 g of 2-propyl-2-heptenal and 4 g of a 5% Pd carbon powder (water content: 56%, manufactured by N.E. Chemcat Corporation), and the mixture was stirred at 75° C. for 1.5 hours under a hydrogen pressure of 1.5 MPa. The reaction product was filtered through a membrane filter (PTFE, 0.5 μm) to obtain 416 g of 2-propylheptanal. Reactants: 1-ethylamino-3H-6,7,8,9,10,11-hexahydrocycloheptacycloocten-3-one, SC=1C(C=CC=CC1)=O (2-mercapto-2,4,6-cycloheptatrien-1-one), 5-mercapto-3H-6,7-dihydrocyclobutacyclohepten-3-one, C(C)OC(C(=O)SC1=CC(C=CC2=C1C=CC=C2)=O)=O ([(7-oxo-7H-benzocyclohepten-5-yl)thio]oxoacetic acid ethyl ester), SC1=CC(C=CC2=C1C=CC=C2)=O (5-mercapto-7H-benzocyclohepten-7-one), NC1=CC(C=CC2=C1C=NC=C2)=O (9-amino-7H-cyclohepta[c]pyridin-7-one), 5-mercapto-3H-6,7,8,9,10,11,12,13-octahydrocycloheptacycodecen-3. The product is C(C)OC(C(=O)NC1=CC(C=CC2=C1C=NC=C2)=O)=O ([(7-oxo-7H-cyclohepta[c]pyridin-9-yl)-amino]oxo-acetic acid ethyl ester). Reaction SMILES: SC1C(=O)C=CC=CC=1.SC1C2C=CC=CC=2C=CC(=O)C=1.[NH2:23][C:24]1[C:30]2[CH:31]=[N:32][CH:33]=[CH:34][C:29]=2[CH:28]=[CH:27][C:26](=[O:35])[CH:25]=1.[CH2:36]([O:38][C:39](=[O:55])[C:40](SC1C2C=CC=CC=2C=CC(=O)C=1)=[O:41])[CH3:37]>>[CH2:36]([O:38][C:39](=[O:55])[C:40]([NH:23][C:24]1[C:30]2[CH:31]=[N:32][CH:33]=[CH:34][C:29]=2[CH:28]=[CH:27][C:26](=[O:35])[CH:25]=1)=[O:41])[CH3:37]. Procedure details: By following serially the procedures of Examples 1 and 2 but replacing 2-mercapto-2,4,6-cycloheptatrien-1-one with an equivalent amount of 5-mercapto-7H-benzocyclohepten-7-one, 9-amino-7H-cyclohepta[c]pyridin-7-one, 5-mercapto-3H-6,7-dihydrocyclobutacyclohepten-3-one, 1-ethylamino-3H-6,7,8,9,10,11-hexahydrocycloheptacycloocten-3-one and 5-mercapto-3H-6,7,8,9,10,11,12,13-octahydrocycloheptacycodecen-3-one, the following compounds are obtained respectively: [(7-oxo-7H-benzocyclohepten-5-yl)thio]ox... Procedure: Combine 1-(3,4,5-trimethoxybenzyl)-3-(2-(4-(1-(4-fluorobenzyl)-1H-benzimidazol-2-yl-amino)piperidin-1-yl)ethyl)-3-(4-fluorophenylmethyl)-2-oxopyrrolidine (0.53 g, 0.74 mmol) and methanesulfonic acid (0.15 g, 1.6 mmol) in ethyl acetate. Heat to reflux. After 1 hour, allow to cool to ambient temperature to form a solid. Decant the supernatant and add diethyl ether and stir. Repeatedly, decant the supernatant and add diethyl ether. Decant the supernatant and evaporate in vacuo to give the title com... The product is CS(=O)(=O)O.COC=1C=C(CN2C(C(CC2)(CC2=CC=C(C=C2)F)CCN2CCC(CC2)NC2=NC3=C(N2CC2=CC=C(C=C2)F)C=CC=C3)=O)C=C(C1OC)OC (1-(3,4,5-trimethoxybenzyl)-3-(2-(4-(1-(4-fluorobenzyl)-1H-benzimidazol-2-yl-amino)piperidin-1-yl)ethyl)-3-(4-fluorophenylmethyl)-2-oxopyrrolidine Methanesulfonic Acid Salt). Reaction conditions: time 1 hour. Reaction SMILES: [CH3:1][O:2][C:3]1[CH:4]=[C:5]([CH:47]=[C:48]([O:52][CH3:53])[C:49]=1[O:50][CH3:51])[CH2:6][N:7]1[CH2:11][CH2:10][C:9]([CH2:20][CH2:21][N:22]2[CH2:27][CH2:26][CH:25]([NH:28][C:29]3[N:33]([CH2:34][C:35]4[CH:40]=[CH:39][C:38]([F:41])=[CH:37][CH:36]=4)[C:32]4[CH:42]=[CH:43][CH:44]=[CH:45][C:31]=4[N:30]=3)[CH2:24][CH2:23]2)([CH2:12][C:13]2[CH:18]=[CH:17][C:16]([F:19])=[CH:15][CH:14]=2)[C:8]1=[O:46].[CH3:54][S:55]([OH:58])(=[O:57])=[O:56]>C(OCC)(=O)C>[CH3:54][S:55]([OH:58])(=[O:57])=[O:56].[CH3:1][O:2][C:3]1[CH:4]=[C:5]([CH:47]=[C:48]([O:52][CH3:53])[C:49]=1[O:50][CH3:51])[CH2:6][N:7]1[CH2:11][CH2:10][C:9]([CH2:20][CH2:21][N:22]2[CH2:27][CH2:26][CH:25]([NH:28][C:29]3[N:33]([CH2:34][C:35]4[CH:40]=[CH:39][C:38]([F:41])=[CH:37][CH:36]=4)[C:32]4[CH:42]=[CH:43][CH:44]=[CH:45][C:31]=4[N:30]=3)[CH2:24][CH2:23]2)([CH2:12][C:13]2[CH:18]=[CH:17][C:16]([F:19])=[CH:15][CH:14]=2)[C:8]1=[O:46] |f:3.4|. Starting materials: COC=1C=C(CN2C(C(CC2)(CC2=CC=C(C=C2)F)CCN2CCC(CC2)NC2=NC3=C(N2CC2=CC=C(C=C2)F)C=CC=C3)=O)C=C(C1OC)OC (1-(3,4,5-trimethoxybenzyl)-3-(2-(4-(1-(4-fluorobenzyl)-1H-benzimidazol-2-yl-amino)piperidin-1-yl)ethyl)-3-(4-fluorophenylmethyl)-2-oxopyrrolidine), CS(=O)(=O)O (methanesulfonic acid). The solvent is C(C)(=O)OCC (ethyl acetate). The reactants are COC=1C(=C2C=CNC2=C(C1)OC)C=C[N+](=O)[O-] (5,7-dimethoxy-4-nitroethenylindole), C(=O)(O)[O-].[Na+] (NaHCO3). RXN SMILES: [CH3:1][O:2][C:3]1[C:4]([CH:14]=[CH:15][N+:16]([O-:18])=[O:17])=[C:5]2[C:9](=[C:10]([O:12][CH3:13])[CH:11]=1)[NH:8][CH:7]=[CH:6]2.C([O-])(O)=O.[Na+]>[N+](C)([O-])=O>[CH3:1][O:2][C:3]1[C:4]([CH:14]([CH2:15][N+:16]([O-:18])=[O:17])[CH2:15][N+:16]([O-:18])=[O:17])=[C:5]2[C:9](=[C:10]([O:12][CH3:13])[CH:11]=1)[NH:8][CH:7]=[CH:6]2 |f:1.2|. Procedure: A solution of 5,7-dimethoxy-4-nitroethenylindole (0.82 g, 3.3 mmol) and NaHCO3 (0.33 g) in nitromethane (15 cm3) was refluxed under nitrogen for 30 hours. The mixture was then concentrated under reduced pressure and then partitioned between water (10 cm3) and ethyl acetate (10 cm3). The organic layer was washed with saturated aqueous NaHCO3 (10 cm3), then brine (10 cm3), dried over MgSO4 and evaporated under reduced pressure to give a crude solid, which was purified by chromatography on silica, ... The product is COC=1C(=C2C=CNC2=C(C1)OC)C(C[N+](=O)[O-])C[N+](=O)[O-] (5,7-dimethoxy-4-{2′-nitro-1′-(nitromethyl)ethyl}indole). Run in [N+](=O)([O-])C (nitromethane). The yield is 125.4%. Reaction SMILES: [Cl:1][C:2]1[CH:7]=[CH:6][C:5]([OH:8])=[CH:4][C:3]=1[N+:9]([O-:11])=[O:10].[OH-].[K+].[CH2:14]([OH:17])[CH2:15]Br.O>CN(C)C=O>[N+:9]([C:3]1[CH:4]=[C:5]([CH:6]=[CH:7][C:2]=1[Cl:1])[O:8][CH:14]([OH:17])[CH3:15])([O-:11])=[O:10] |f:1.2|. Starting materials: O (water), [OH-].[K+] (potassium hydroxide), C(CBr)O (glycol bromohydrin), [OH-].[K+] (potassium hydroxide), C(CBr)O (glycol bromohydrin), ClC1=C(C=C(C=C1)O)[N+](=O)[O-] (4-chloro-3-nitrophenol), [OH-].[K+] (potassium hydroxide), C(CBr)O (glycol bromohydrin). Conditions: temperature 70 celsius, time 1 hour. The solvent is CN(C=O)C (dimethylformamide). Procedure details: 2.5 mols (434 g) of 4-chloro-3-nitrophenol are dissolved in 1,300 ml of dimethylformamide heated to 70° C. beforehand. 3 mols of powdered potassium hydroxide (210 g of 80% pure potassium hydroxide) are added to this solution and 3 mols (534 g) of glycol bromohydrin are then introduced in the course of 30 minutes, with stirring, whilst keeping the temperature at 70° C. When the addition has ended, the reaction medium is kept at 70° C. for 1 hour. 1 mol of powdered potassium hydroxide (70 g of 80%... The product is [N+](=O)([O-])C=1C=C(OC(C)O)C=CC1Cl (3-nitro-4-chlorophenoxyethanol).